From a dataset of the Open Reaction Database (ORD), a public repository of structured organic reaction records. describe an organic reaction: reactants, conditions, products, and yield The solvent is CO (methanol). The reagents and catalysts are [Pd] (palladium). Isolated yield 63.7%. The reactants are [N+](=O)([O-])C1=CC=C(C=C1)C=1NC(=C(N1)C(=O)NC=1SC=CN1)C1=CC=C(C=C1)C(F)(F)F (2-(4-Nitrophenyl)-5-(4-trifluoromethylphenyl)-N-(2-thiazolyl)-imidazole-4-carboxamide). Product: NC1=CC=C(C=C1)C=1NC(=C(N1)C(=O)NC=1SC=CN1)C1=CC=C(C=C1)C(F)(F)F (2-(4-aminophenyl)-5-(4-trifluoromethylphenyl)-N-(2-thiazolyl)imidazole-4-carboxamide). As a reaction SMILES: [N+:1]([C:4]1[CH:9]=[CH:8][C:7]([C:10]2[NH:11][C:12]([C:23]3[CH:28]=[CH:27][C:26]([C:29]([F:32])([F:31])[F:30])=[CH:25][CH:24]=3)=[C:13]([C:15]([NH:17][C:18]3[S:19][CH:20]=[CH:21][N:22]=3)=[O:16])[N:14]=2)=[CH:6][CH:5]=1)([O-])=O>CO.[Pd]>[NH2:1][C:4]1[CH:9]=[CH:8][C:7]([C:10]2[NH:11][C:12]([C:23]3[CH:28]=[CH:27][C:26]([C:29]([F:31])([F:32])[F:30])=[CH:25][CH:24]=3)=[C:13]([C:15]([NH:17][C:18]3[S:19][CH:20]=[CH:21][N:22]=3)=[O:16])[N:14]=2)=[CH:6][CH:5]=1. Procedure: 2-(4-Nitrophenyl)-5-(4-trifluoromethylphenyl)-N-(2-thiazolyl)-imidazole-4-carboxamide (0.42 g) obtained in Example 49 was hydrogenated in methanol using palladium. The catalyst was filtered off and the residue was concentrated to give 2-(4-aminophenyl)-5-(4-trifluoromethylphenyl)-N-(2-thiazolyl)imidazole-4-carboxamide (0.25 g), melting point 175-177° C. Starting materials: ClC1=NC2=CC(=CC=C2C(=N1)Cl)N1CCOCC1 (2,4-dichloro-7-morpholin-4-ylquinazoline), N1CCCCC1 (piperidine). Run in O1CCCC1 (tetrahydrofuran), O1CCCC1 (tetrahydrofuran). Run at time 3 hour. Yields the product ClC1=NC2=CC(=CC=C2C(=N1)N1CCCCC1)N1CCOCC1 (2-chloro-7-morpholin-4-yl-4-piperidin-1-ylquinazoline). The yield is 79.9%. As a reaction SMILES: [Cl:1][C:2]1[N:11]=[C:10](Cl)[C:9]2[C:4](=[CH:5][C:6]([N:13]3[CH2:18][CH2:17][O:16][CH2:15][CH2:14]3)=[CH:7][CH:8]=2)[N:3]=1.[NH:19]1[CH2:24][CH2:23][CH2:22][CH2:21][CH2:20]1>O1CCCC1>[Cl:1][C:2]1[N:11]=[C:10]([N:19]2[CH2:24][CH2:23][CH2:22][CH2:21][CH2:20]2)[C:9]2[C:4](=[CH:5][C:6]([N:13]3[CH2:18][CH2:17][O:16][CH2:15][CH2:14]3)=[CH:7][CH:8]=2)[N:3]=1. Reported procedure: 1.59 g (5.0 mmol) of 2,4-dichloro-7-morpholin-4-ylquinazoline were suspended in 50 ml of tetrahydrofuran, a solution of 1.24 ml (12.50 mmol) of piperidine in 20 ml of tetrahydrofuran was added at room temperature, and the mixture was stirred for 3 h. Conventional work-up gave 1.33 g of 2-chloro-7-morpholin-4-yl-4-piperidin-1-ylquinazoline (No. 2). Starting materials: OC1=CC=C(C(=O)O)C=C1 (p-hydroxybenzoic acid), S(O)(O)(=O)=O (sulfuric acid), COCCO (methyl glycol). Yields the product COCCOC(C1=CC=C(C=C1)O)=O (p-hydroxybenzoic acid 2-methyloxy-ethyl ester). As a reaction SMILES: [OH:1][C:2]1[CH:10]=[CH:9][C:5]([C:6]([OH:8])=[O:7])=[CH:4][CH:3]=1.S(=O)(=O)(O)O.[CH3:16][O:17][CH2:18][CH2:19]O>>[CH3:16][O:17][CH2:18][CH2:19][O:7][C:6](=[O:8])[C:5]1[CH:9]=[CH:10][C:2]([OH:1])=[CH:3][CH:4]=1. Reported procedure: A mixture of 25.0 g of p-hydroxybenzoic acid, 170 g of methyl glycol (methoxyethanol) and 1 ml of sulfuric acid (conc.) was heated for 8 hours to 110°-115° C. and, after the excess methyl glycol had been distilled off under reduced pressure, was poured onto ice/water. After neutralization with sodium hydrogen carbonate, the aqueous phase was extracted by shaking several times with methylene chloride. The methylene chloride solution was treated with active carbon, concentrated by evaporation and ... Reactants: ClC1=CC=C(C=C1)C=1C=C(C=2N(C1)C=CN2)C (6-(4-Chloro-phenyl)-8-methyl-imidazo[1,2-a]pyridine), ICl (iodine monochloride). Product: ClC1=CC=C(C=C1)C=1C=C(C=2N(C1)C(=CN2)I)C (6-(4-Chloro-phenyl)-3-iodo-8-methyl-imidazo[1,2-a]pyridine). Isolated yield 79.0%. RXN SMILES: [Cl:1][C:2]1[CH:7]=[CH:6][C:5]([C:8]2[CH:9]=[C:10]([CH3:17])[C:11]3[N:12]([CH:14]=[CH:15][N:16]=3)[CH:13]=2)=[CH:4][CH:3]=1.[I:18]Cl>>[Cl:1][C:2]1[CH:3]=[CH:4][C:5]([C:8]2[CH:9]=[C:10]([CH3:17])[C:11]3[N:12]([C:14]([I:18])=[CH:15][N:16]=3)[CH:13]=2)=[CH:6][CH:7]=1. Procedure: Prepared from 6-(4-chloro-phenyl)-8-methyl-imidazo[1,2-a]pyridine (example C.21 step 1) (6.65 g, 27 mmol) and iodine monochloride as described in example C.20 step 3. Obtained the title compound as an off-white solid (8.0 g, 79%). MS (ISP) 369.0 [(M+H)+], 371 [(M+2+H) +]. The reactants are CCOC(=O)c1sc2cc(Cl)c(F)cc2c1C, CCO, CCOC(C)=O, Cl, [Na+], [OH-], O. Yields the product Cc1c(C(=O)O)sc2cc(Cl)c(F)cc12. As a reaction SMILES: [CH2:1]([CH3:2])[O:3][C:4](=[O:5])[c:6]1[c:7]([CH3:17])[c:8]2[c:9]([s:10]1)[cH:11][c:12]([Cl:16])[c:13]([F:15])[cH:14]2.[CH3:21][CH2:22][OH:23].[CH3:25][CH2:26][O:27][C:28](=[O:29])[CH3:30].[ClH:20].[Na+:19].[OH-:18].[OH2:24]>>[O:3]=[C:4]([OH:5])[c:6]1[c:7]([CH3:17])[c:8]2[c:9]([s:10]1)[cH:11][c:12]([Cl:16])[c:13]([F:15])[cH:14]2.